This data is from the Open Reaction Database (ORD), a public repository of structured organic reaction records. The task is: describe an organic reaction: reactants, conditions, products, and yield Reactants: C1(=CC=CC=C1)NC1=CC=CC=C1 (diphenylamine), C(C)N1C(=C(C2=CC=CC=C12)C(=O)C=1C=NC=CC1C(=O)O)C (3-[(1-ethyl-2-methyl-3-indolyl)carbonyl]-4-pyridinecarboxylic acid), C(C)N1C(=C(C2=CC=CC=C12)C(=O)C1=C(C=NC=C1)C(=O)O)C (4-[(1-ethyl-2-methyl-3-indolyl)carbonyl]-3-pyridinecarboxylic acid). Solvent: N1=CC=CC=C1 (pyridine). Product: C(C)(=O)OC(C)=O (acetic anhydride), C(C)N1C(=C(C2=CC=CC=C12)C1(OC(C=2C=NC=CC21)=O)N(C2=CC=CC=C2)C2=CC=CC=C2)C (1-(1-ethyl-2-methyl-3-indolyl)-1-(diphenylamino)furo[3,4-c]pyridine-3(1H)-one). Reaction SMILES: C(N1C2C(=CC=CC=2)C(C(C2C=NC=C[C:19]=2[C:20]([OH:22])=[O:21])=O)=C1C)C.[CH2:24]([N:26]1[C:34]2[C:29](=[CH:30][CH:31]=[CH:32][CH:33]=2)[C:28]([C:35]([C:37]2[CH:42]=[CH:41][N:40]=[CH:39][C:38]=2[C:43]([OH:45])=[O:44])=[O:36])=[C:27]1[CH3:46])[CH3:25].[C:47]1([NH:53][C:54]2[CH:59]=[CH:58][CH:57]=[CH:56][CH:55]=2)[CH:52]=[CH:51][CH:50]=[CH:49][CH:48]=1>N1C=CC=CC=1>[C:35]([O:22][C:20](=[O:21])[CH3:19])(=[O:36])[CH3:28].[CH2:24]([N:26]1[C:34]2[C:29](=[CH:30][CH:31]=[CH:32][CH:33]=2)[C:28]([C:35]2([N:53]([C:47]3[CH:48]=[CH:49][CH:50]=[CH:51][CH:52]=3)[C:54]3[CH:55]=[CH:56][CH:57]=[CH:58][CH:59]=3)[C:37]3[CH:42]=[CH:41][N:40]=[CH:39][C:38]=3[C:43](=[O:45])[O:44]2)=[C:27]1[CH3:46])[CH3:25]. Procedure details: Following a procedure similar to that described in Example 3 but employing 1.6 g. of an isomer mixture comprising 3-[(1-ethyl-2-methyl-3-indolyl)carbonyl]-4-pyridinecarboxylic acid and 4-[(1-ethyl-2-methyl-3-indolyl)carbonyl]-3-pyridinecarboxylic acid, 0.9 g. of diphenylamine, 0.5 ml. of pyridine and 6 ml. of acetic anhydride there was obtained 1-(1-ethyl-2-methyl-3-indolyl)-1-(diphenylamino)furo[3,4-c]pyridine-3(1H)-one as a viscous oil. A toluene solution of the product contacted with acidic c... The reactants are CCN=C=O, Cc1cc(NC(=O)c2cc(C)nn2C)cc(Oc2ccc3nc(N)cn3c2)c1, c1ccncc1. The product is CCNC(=O)Nc1cn2cc(Oc3cc(C)cc(NC(=O)c4cc(C)nn4C)c3)ccc2n1. RXN SMILES: [CH2:29]([CH3:30])[N:31]=[C:32]=[O:33].[NH2:1][c:2]1[n:3][c:4]2[n:5]([cH:6][c:7]([O:10][c:11]3[cH:12][c:13]([NH:18][C:19](=[O:20])[c:21]4[cH:22][c:23]([CH3:27])[n:24][n:25]4[CH3:26])[cH:14][c:15]([CH3:17])[cH:16]3)[cH:8][cH:9]2)[cH:28]1.[cH:34]1[cH:35][cH:36][n:37][cH:38][cH:39]1>>[NH:1]([c:2]1[n:3][c:4]2[n:5]([cH:6][c:7]([O:10][c:11]3[cH:12][c:13]([NH:18][C:19](=[O:20])[c:21]4[cH:22][c:23]([CH3:27])[n:24][n:25]4[CH3:26])[cH:14][c:15]([CH3:17])[cH:16]3)[cH:8][cH:9]2)[cH:28]1)[C:32]([NH:31][CH2:29][CH3:30])=[O:33]. Reactants: OC1=C(C(=O)C2=CC=CC=C2)C=CC(=C1)OC (2-Hydroxy-4-methoxybenzophenone), C(C=C)Cl (Allyl chloride), [I-].[K+] (potassium iodide), [OH-].[K+] (Potassium hydroxide). The solvent is O1CCCC1 (tetrahydrofuran). Product: C(C=C)OC1=C(C(=O)C2=CC=CC=C2)C=CC(=C1)OC (2-allyloxy-4-methoxybenzophenone). As a reaction SMILES: [OH:1][C:2]1[CH:15]=[C:14]([O:16][CH3:17])[CH:13]=[CH:12][C:3]=1[C:4]([C:6]1[CH:11]=[CH:10][CH:9]=[CH:8][CH:7]=1)=[O:5].[OH-].[K+].[CH2:20](Cl)[CH:21]=[CH2:22].[I-].[K+]>O1CCCC1>[CH2:22]([O:1][C:2]1[CH:15]=[C:14]([O:16][CH3:17])[CH:13]=[CH:12][C:3]=1[C:4]([C:6]1[CH:11]=[CH:10][CH:9]=[CH:8][CH:7]=1)=[O:5])[CH:21]=[CH2:20] |f:1.2,4.5|. Procedure: 2-Hydroxy-4-methoxybenzophenone (114 parts) was dissolved in tetrahydrofuran (100 parts). Potassium hydroxide (30.9 parts) was added. By heating and stirring, complete dissolution was achieved. Allyl chloride (46.4 parts) and potassium iodide (4.2 parts) were added to this solution, which was then heated and refluxed for 8 hours. After cooling, it was washed with water and the solvent was removed by distillation. A crude product of the desired 2-allyloxy-4-methoxybenzophenone was obtained. It wa... Reactants: [Na] (sodium), C(C)(C)(CC(C)(C)C)C(C)(S(=O)(=O)[O-])OCCOC1=CC=CC=C1.[Na+] (sodium tert-octylphenoxyethoxyethanesulfonate), S1(N=CC2=C1C=CC=C2)=O (benzisothiazolinone), FF (fluorine), FF (fluorine), FF (fluorine), [K] (potassium), N-perfluorooctylsulfonyl-N-propylalanine, FF (fluorine), FF (fluorine), polyethylene glycol mono(N-perfluorooctylsulfonyl-N-propyl-2-aminoethyl) ether, FF (fluorine). Product: C(C=C)(=O)O.C(C=C)(=O)OCC (acrylic acid ethyl acrylate). Isolated yield 51513.8%. RXN SMILES: [Na].[C:2]([C:10]([O:16][CH2:17][CH2:18][O:19][C:20]1C=CC=[CH:22][CH:21]=1)(S([O-])(=O)=O)C)(CC(C)(C)C)(C)[CH3:3].[Na+].S1(=[O:36])C2C=CC=CC=2C=N1.FF.[K]>>[C:20]([OH:36])(=[O:19])[CH:21]=[CH2:22].[C:10]([O:16][CH2:17][CH3:18])(=[O:36])[CH:2]=[CH2:3] |f:1.2,6.7,^1:0,38|. Reported procedure: A coating solution for protective layer on the back side was prepared by mixing 50 g of gelatin, 0.2 g of sodium polystyrenesulfonate, 2.4 g of N,N-ethylenebis(vinylsulfonacetamide), 1 g of sodium tert-octylphenoxyethoxyethanesulfonate, 30 mg of benzisothiazolinone, 37 mg of a fluorine-containing surfactant (F-1: potassium salt of N-perfluorooctylsulfonyl-N-propylalanine), 150 mg of a fluorine-containing surfactant (F-2: polyethylene glycol mono(N-perfluorooctylsulfonyl-N-propyl-2-aminoethyl) et... Reactants: ClC=1N=C(C2=C(N1)C=C(S2)CN2CCC(CC2)N(C)C)N2CCOCC2 ([1-(2-chloro-4-morpholin-4-yl-thieno[3,2-d]pyrimidin-6-ylmethyl)-piperidin-4-yl]-dimethyl-amine), S1C2=C(C(=C1)B(O)O)C=CC=C2 (benzo[b]thien-3-ylboronic acid), C([O-])([O-])=O.[Na+].[Na+] (sodium carbonate). The reagents and catalysts are C1=CC=C(C=C1)P([C-]2C=CC=C2)C3=CC=CC=C3.C1=CC=C(C=C1)P([C-]2C=CC=C2)C3=CC=CC=C3.Cl[Pd]Cl.[Fe+2] (Pd(dppf)Cl2). Run in C(C)#N (acetonitrile). Reaction conditions: temperature 140 celsius. The product is S1C2=C(C(=C1)C=1N=C(C3=C(N1)C=C(S3)CN3CCC(CC3)N(C)C)N3CCOCC3)C=CC=C2 (1-((2-(benzo[b]thiophen-3-yl)-4-morpholinothieno[3,2-d]pyrimidin-6-yl)methyl)-N,N-dimethylpiperidin-4-amine). The yield is 48.1%. As a reaction SMILES: Cl[C:2]1[N:3]=[C:4]([N:21]2[CH2:26][CH2:25][O:24][CH2:23][CH2:22]2)[C:5]2[S:10][C:9]([CH2:11][N:12]3[CH2:17][CH2:16][CH:15]([N:18]([CH3:20])[CH3:19])[CH2:14][CH2:13]3)=[CH:8][C:6]=2[N:7]=1.[S:27]1[CH:31]=[C:30](B(O)O)[C:29]2[CH:35]=[CH:36][CH:37]=[CH:38][C:28]1=2.C(=O)([O-])[O-].[Na+].[Na+]>C1C=CC(P(C2C=CC=CC=2)[C-]2C=CC=C2)=CC=1.C1C=CC(P(C2C=CC=CC=2)[C-]2C=CC=C2)=CC=1.Cl[Pd]Cl.[Fe+2].C(#N)C>[S:27]1[CH:31]=[C:30]([C:2]2[N:3]=[C:4]([N:21]3[CH2:26][CH2:25][O:24][CH2:23][CH2:22]3)[C:5]3[S:10][C:9]([CH2:11][N:12]4[CH2:17][CH2:16][CH:15]([N:18]([CH3:20])[CH3:19])[CH2:14][CH2:13]4)=[CH:8][C:6]=3[N:7]=2)[C:29]2[CH:35]=[CH:36][CH:37]=[CH:38][C:28]1=2 |f:2.3.4,5.6.7.8|. Procedure details: A microwave vessel was charged with [1-(2-chloro-4-morpholin-4-yl-thieno[3,2-d]pyrimidin-6-ylmethyl)-piperidin-4-yl]-dimethyl-amine (0.400 g, 1.01 mmol), benzo[b]thien-3-ylboronic acid (197 mg, 1.11 mmol), 1 N sodium carbonate solution (2.5 mL), acetonitrile (7.5 mL) and Pd(dppf)Cl2 (82.4 mg. 0.100 mmol), then the mixture was degassed, sealed, and heated at 140° C. under microwave irradiation for 20 min. The reaction mixture was diluted with dichloromethane (100 mL) and 1 N sodium carbonate solu... The reactants are NCCCCOC1=CC=C(C(=O)N2CCC(CC2)N2C(=O)CCC3=CC=CC=C23)C=C1 (1-{1-[4-(4-aminobutoxy)benzoyl]-4-piperidinyl}-3,4-dihydrocarbostyril), COC1OC(CC1)OC (2,5-dimethoxytetrahydrofuran). Solvent: C(C)(=O)O (acetic acid). Product: N1(C=CC=C1)CCCCOC1=CC=C(C(=O)N2CCC(CC2)N2C(=O)CCC3=CC=CC=C23)C=C1 (1-[1-{4-[4-(1-pyrrolyl)butoxy]benzoyl}-4-piperidinyl]-3,4-dihydrocarbostyril). Reaction SMILES: [NH2:1][CH2:2][CH2:3][CH2:4][CH2:5][O:6][C:7]1[CH:31]=[CH:30][C:10]([C:11]([N:13]2[CH2:18][CH2:17][CH:16]([N:19]3[C:29]4[C:24](=[CH:25][CH:26]=[CH:27][CH:28]=4)[CH2:23][CH2:22][C:20]3=[O:21])[CH2:15][CH2:14]2)=[O:12])=[CH:9][CH:8]=1.CO[CH:34]1[CH2:38][CH2:37][CH:36](OC)O1>C(O)(=O)C>[N:1]1([CH2:2][CH2:3][CH2:4][CH2:5][O:6][C:7]2[CH:8]=[CH:9][C:10]([C:11]([N:13]3[CH2:18][CH2:17][CH:16]([N:19]4[C:29]5[C:24](=[CH:25][CH:26]=[CH:27][CH:28]=5)[CH2:23][CH2:22][C:20]4=[O:21])[CH2:15][CH2:14]3)=[O:12])=[CH:30][CH:31]=2)[CH:34]=[CH:38][CH:37]=[CH:36]1. Procedure details: A mixture of 1-{1-[4-(4-aminobutoxy)benzoyl]-4-piperidinyl}-3,4-dihydrocarbostyril (0.50 g), acetic acid (10 ml) and 2,5-dimethoxytetrahydrofuran (0.17 ml) is refluxed with stirring under heating for 1 hour. The reaction solution is concentrated under reduced pressure and the resulting residue is purified by silica gel column chromatography (solvent: dichloromethane:methanol=100:1) to give 1-[1-{4-[4-(1-pyrrolyl)butoxy]benzoyl}-4-piperidinyl]-3,4-dihydrocarbostyril (0.30 g).